From a dataset of the Open Reaction Database (ORD), a public repository of structured organic reaction records. describe an organic reaction: reactants, conditions, products, and yield The reactants are ClC=1C=C(C=NC1)OC[C@@H]1N(CCC1)C (5-chloro-3-((1-methyl-2-(R)-pyrrolidinyl)methoxy)pyridine), Cl (HCl). Yields the product Cl.Cl.ClC=1C=C(C=NC1)OC[C@@H]1N(CCC1)C (5-chloro-3-((1-methyl-(R)-pyrrolidinyl)methoxy)pyridine dihydrochloride). RXN SMILES: [Cl:1][C:2]1[CH:3]=[C:4]([O:8][CH2:9][C@H:10]2[CH2:14][CH2:13][CH2:12][N:11]2[CH3:15])[CH:5]=[N:6][CH:7]=1.[ClH:16]>>[ClH:1].[ClH:16].[Cl:1][C:2]1[CH:3]=[C:4]([O:8][CH2:9][C@H:10]2[CH2:14][CH2:13][CH2:12][N:11]2[CH3:15])[CH:5]=[N:6][CH:7]=1 |f:2.3.4|. Procedure details: The compound of step 34a was treated with HCl as described in Example 1b and the title compound was isolated as a white powder. MS and 1H NMR (D2O, 300 Hz) are similar to 16b. Anal. Calc for C11H15N2OCl.2.00 HCl: C, 44.10; H, 5.20; N, 9.35; Found C, 43.98; H, 5.81; N, 9.33. [α]25D =+ 5.59° (c=1, MeOH). Starting materials: ClCCl, N#C[Cu]C#N, Cc1ccc(I)cc1-c1ccc2c(OC(C)C(F)(F)F)nncc2c1, CN(C)C=O. Yields the product Cc1ccc(C#N)cc1-c1ccc2c(OC(C)C(F)(F)F)nncc2c1. RXN SMILES: [Cl:36][CH2:37][Cl:38].[Cu:26]([C:27]#[N:28])[C:29]#[N:30].[I:1][c:2]1[cH:3][cH:4][c:5]([CH3:25])[c:6](-[c:8]2[cH:9][c:10]3[cH:11][n:12][n:13][c:14]([O:18][CH:19]([C:20]([F:21])([F:22])[F:23])[CH3:24])[c:15]3[cH:16][cH:17]2)[cH:7]1.[O:31]=[CH:32][N:33]([CH3:34])[CH3:35]>>[c:2]1([C:27]#[N:28])[cH:3][cH:4][c:5]([CH3:25])[c:6](-[c:8]2[cH:9][c:10]3[cH:11][n:12][n:13][c:14]([O:18][CH:19]([C:20]([F:21])([F:22])[F:23])[CH3:24])[c:15]3[cH:16][cH:17]2)[cH:7]1. The reactants are N1C(CCCC1)=O (2-piperidinone), C=O (paraformaldehyde), Cl[Si](C)(C)C (chlorotrimethylsilane). Run in C1CCOC1 (THF). Yields the product ClCN1C(CCCC1)=O (N-(chloromethyl)-2-piperidone). As a reaction SMILES: [NH:1]1[CH2:6][CH2:5][CH2:4][CH2:3][C:2]1=O.[CH2:8]=[O:9].[Cl:10][Si](C)(C)C>C1COCC1>[Cl:10][CH2:2][N:1]1[CH2:6][CH2:5][CH2:4][CH2:3][C:8]1=[O:9]. Procedure: The title compound is prepared in accordance with the procedures set forth in Moreira, R. et al., Tet. Lett. , (1994), 35, 7107–7110. Thus, a mixture of 2-piperidinone (1.0 g, 10.09 mmol) and paraformaldehyde (500 mg) is refluxed in anhydrous THF (30 mL) and chlorotrimethylsilane (30 mL) overnight under N2. Concentrate the solvent under vacuum to give N-(chloromethyl)-2-piperidone as an oil (1.30 g). Starting materials: COc1ccccc1C=O, N#C[K], O, c1ccc(N2CCNCC2)cc1. Yields the product COc1ccccc1C(C#N)N1CCN(c2ccccc2)CC1. As a reaction SMILES: [CH3:13][O:14][c:15]1[c:16]([CH:17]=[O:18])[cH:19][cH:20][cH:21][cH:22]1.[K:23][C:24]#[N:25].[OH2:26].[c:1]1([N:7]2[CH2:8][CH2:9][NH:10][CH2:11][CH2:12]2)[cH:2][cH:3][cH:4][cH:5][cH:6]1>>[c:1]1([N:7]2[CH2:8][CH2:9][N:10]([CH:17]([c:16]3[c:15]([O:14][CH3:13])[cH:22][cH:21][cH:20][cH:19]3)[C:24]#[N:25])[CH2:11][CH2:12]2)[cH:2][cH:3][cH:4][cH:5][cH:6]1. Starting materials: C(C)(=O)[C-]1C=CC=C1.[CH-]1C=CC=C1.[Fe+2] (acetylferrocene), [BH4-].[Na+] (sodium borohydride). The solvent is C(C)O (ethanol), O (water), O (water). Reaction conditions: time 8 hour. Yields the product OC(C)[C-]1C=CC=C1.[CH-]1C=CC=C1.[Fe+2] (1-hydroxyethylferrocene). The yield is 86.9%. As a reaction SMILES: [C:1]([C-:4]1[CH:8]=[CH:7][CH:6]=[CH:5]1)(=[O:3])[CH3:2].[CH-:9]1[CH:13]=[CH:12][CH:11]=[CH:10]1.[Fe+2:14].[BH4-].[Na+]>C(O)C.O>[OH:3][CH:1]([C-:4]1[CH:8]=[CH:7][CH:6]=[CH:5]1)[CH3:2].[CH-:9]1[CH:13]=[CH:12][CH:11]=[CH:10]1.[Fe+2:14] |f:0.1.2,3.4,7.8.9|. Procedure: A solution of 46.2 g (0.2 mole) of acetylferrocene in 200 ml of ethanol was added dropwise, at room temperature, to a solution of 30.4 g (0.8 mole) of sodium borohydride in 200 ml of water. The reaction mixture was stirred overnight at room temperature and poured into water and the solid obtained was filtered off. The product was washed and dried. In this way, 40 g of 1-hydroxyethylferrocene with a melting point of 69° C were obtained. The reactants are O=C([O-])[O-], CC(C)=O, CCOC(=O)Cl, ClCCNCCCl, Cl, [K+], [K+]. The product is CCOC(=O)N(CCCl)CCCl. RXN SMILES: [C:9](=[O:10])([O-:11])[O-:12].[CH3:21][C:22](=[O:23])[CH3:24].[Cl:15][C:16](=[O:17])[O:18][CH2:19][CH3:20].[Cl:2][CH2:3][CH2:4][NH:5][CH2:6][CH2:7][Cl:8].[ClH:1].[K+:13].[K+:14]>>[Cl:2][CH2:3][CH2:4][N:5]([CH2:6][CH2:7][Cl:8])[C:16](=[O:17])[O:18][CH2:19][CH3:20]. Procedure: Bismuth chloride (623 mg, 1.98 mmol) was added to a suspension of [2-(trifluoromethyl)-2-oxiranyl]methyl 4-methylbenzenesulfonate (5.85 g, 19.76 mmol) and 1-phenyl-1H-indazol-4-amine (4.13 g, 19.76 mmol) in dry dichloromethane (8 ml) and the mixture stirred at room temperature over the weekend. The resulting thick suspension was diluted with dichloromethane and stirred overnight. The mixture was then diluted with chloroform (200 ml) and sodium sulphate (30 g) and polymer supported carbonate resi... Run in ClCCl (dichloromethane), ClCCl (dichloromethane), C(Cl)(Cl)Cl (chloroform), O1CCCC1 (tetrahydrofuran). Reaction SMILES: [Bi](Cl)(Cl)Cl.CC1C=CC(S(O[CH2:16][C:17]2([C:20]([F:23])([F:22])[F:21])[CH2:19][O:18]2)(=O)=O)=CC=1.[C:24]1([N:30]2[C:38]3[CH:37]=[CH:36][CH:35]=[C:34]([NH2:39])[C:33]=3[CH:32]=[N:31]2)[CH:29]=[CH:28][CH:27]=[CH:26][CH:25]=1.S([O-])([O-])(=O)=O.[Na+].[Na+].C(=O)([O-])[O-].C(N(CC)C(C)C)(C)C>ClCCl.C(Cl)(Cl)Cl.O1CCCC1>[C:24]1([N:30]2[C:38]3[CH:37]=[CH:36][CH:35]=[C:34]([NH:39][CH2:16][C:17]4([C:20]([F:21])([F:22])[F:23])[CH2:19][O:18]4)[C:33]=3[CH:32]=[N:31]2)[CH:25]=[CH:26][CH:27]=[CH:28][CH:29]=1 |f:3.4.5|. The yield is 56.8%. The reactants are C([O-])([O-])=O (carbonate), [Bi](Cl)(Cl)Cl (Bismuth chloride), CC1=CC=C(C=C1)S(=O)(=O)OCC1(OC1)C(F)(F)F ([2-(trifluoromethyl)-2-oxiranyl]methyl 4-methylbenzenesulfonate), C1(=CC=CC=C1)N1N=CC=2C(=CC=CC12)N (1-phenyl-1H-indazol-4-amine), S(=O)(=O)([O-])[O-].[Na+].[Na+] (sodium sulphate), C(C)(C)N(C(C)C)CC (N,N-diisopropylethylamine), epoxide. Product: C1(=CC=CC=C1)N1N=CC=2C(=CC=CC12)NCC1(OC1)C(F)(F)F (1-Phenyl-N-{[2-(trifluoromethyl)-2-oxiranyl]methyl}-1H-indazol-4-amine). Reactants: [Al+3], [H-], [H-], [H-], [H-], [H-], [Li+], [Li+], [Na+], C1CCOC1, [OH-], O, COC(=O)c1ccc2c(c1)Nc1nccnc1S2. The product is OCc1ccc2c(c1)Nc1nccnc1S2. Reaction SMILES: [Al+3:3].[H-:1].[H-:5].[H-:6].[H-:7].[H-:8].[Li+:2].[Li+:4].[Na+:29].[O:30]1[CH2:31][CH2:32][CH2:33][CH2:34]1.[OH-:28].[OH2:27].[n:9]1[cH:10][cH:11][n:12][c:13]2[c:18]1[NH:17][c:16]1[c:15]([cH:22][cH:21][c:20]([C:23](=[O:24])[O:25][CH3:26])[cH:19]1)[S:14]2>>[n:9]1[cH:10][cH:11][n:12][c:13]2[c:18]1[NH:17][c:16]1[c:15]([cH:22][cH:21][c:20]([CH2:23][OH:24])[cH:19]1)[S:14]2. Starting materials: C1(CCCCC1)C=O (cyclohexane carbaldehyde), CC(C)([O-])C.[K+] (potassium tert-butoxide), C(C=C)Br (allyl bromide), Cl (hydrochloric acid). Solvent: CN(C=O)C (N,N-dimethylformamide), O (Water). Conditions: time 30 minute. Yields the product C(C=C)C1(CCCCC1)CO ((1-Allylcyclohexyl)methanol). The yield is 47.7%. RXN SMILES: [CH:1]1([CH:7]=[O:8])[CH2:6][CH2:5][CH2:4][CH2:3][CH2:2]1.[CH3:9][C:10](C)([O-])[CH3:11].[K+].C(Br)C=C.Cl>CN(C)C=O.O>[CH2:11]([C:1]1([CH2:7][OH:8])[CH2:6][CH2:5][CH2:4][CH2:3][CH2:2]1)[CH:10]=[CH2:9] |f:1.2|. Procedure: To a solution of cyclohexane carbaldehyde (2.24 g) in N,N-dimethylformamide (30 mL) were added potassium tert-butoxide (2.70 g) and allyl bromide (4.33 mL) under ice cooling. The solution was stirred under ice cooling for 30 minutes. Water and 1N hydrochloric acid were then added to the solution, and it was extracted with diethyl ether. The organic layer was washed with water and saturated aqueous sodium chloride solution, dried over anhydrous magnesium sulfate and concentrated under reduced pre...